Task: describe an organic reaction: reactants, conditions, products, and yield. Dataset: the Open Reaction Database (ORD), a public repository of structured organic reaction records Starting materials: O=C([O-])[O-], CC1CC(C)OC2(CCNCC2C)O1, CCOC(C)=O, CS(C)=O, Clc1cccnc1Cl, [K+], [K+]. Product: CC1CC(C)OC2(CCN(c3ncccc3Cl)CC2C)O1. RXN SMILES: [C:15](=[O:16])([O-:17])[O-:18].[CH3:1][CH:2]1[O:3][C:4]2([O:5][CH:6]([CH3:8])[CH2:7]1)[CH:9]([CH3:14])[CH2:10][NH:11][CH2:12][CH2:13]2.[CH3:29][CH2:30][O:31][C:32](=[O:33])[CH3:34].[CH3:35][S:36]([CH3:37])=[O:38].[Cl:21][c:22]1[n:23][cH:24][cH:25][cH:26][c:27]1[Cl:28].[K+:19].[K+:20]>>[CH3:1][CH:2]1[O:3][C:4]2([O:5][CH:6]([CH3:8])[CH2:7]1)[CH:9]([CH3:14])[CH2:10][N:11]([c:22]1[n:23][cH:24][cH:25][cH:26][c:27]1[Cl:28])[CH2:12][CH2:13]2. Starting materials: C(=O)(OC(C)(C)C)N1CCNCC1 (N-Boc-piperazine), C(=O)([O-])[O-].[K+].[K+] (K2CO3), ClC1=NSN=C1Cl (3,4-dichloro-1,2,5-thiadiazole). Solvent: CC#N (CH3CN), CCOC(=O)C (EtOAc), O (water). Conditions: temperature 100 celsius, time 4 day. The product is ClC=1C(=NSN1)N1CCN(CC1)C(=O)OC(C)(C)C (tert-Butyl 4-(4-chloro-1,2,5-thiadiazol-3-yl)-1-piperazinecarboxylate). RXN SMILES: [C:1]([N:8]1[CH2:13][CH2:12][NH:11][CH2:10][CH2:9]1)([O:3][C:4]([CH3:7])([CH3:6])[CH3:5])=[O:2].C([O-])([O-])=O.[K+].[K+].[Cl:20][C:21]1[C:25](Cl)=[N:24][S:23][N:22]=1>CC#N.CCOC(C)=O.O>[Cl:20][C:21]1[C:25]([N:11]2[CH2:10][CH2:9][N:8]([C:1]([O:3][C:4]([CH3:7])([CH3:6])[CH3:5])=[O:2])[CH2:13][CH2:12]2)=[N:24][S:23][N:22]=1 |f:1.2.3|. Reported procedure: A mixture of N-Boc-piperazine (2.97 g, 15.9 mmol), K2CO3 (2.20 g, 15.9 mmol) and 3,4-dichloro-1,2,5-thiadiazole (1.5 mL, 15.9 mmol) in CH3CN (30 mL) was stirred at 100° C. for 19 h and at room temperature for 4 days. The reaction mixture was then diluted with EtOAc and water. The organic phase was dried (K2CO3) and the solvent was removed under reduced pressure. The residue was purified by chromatography on two successive silica gel columns eluting with hexane/EtOAc (1:1) and (7:3), respectively... The reactants are C=O, Oc1ccnc2ccc(Cl)cc12, [Na+], [OH-]. The product is OCc1cnc2ccc(Cl)cc2c1O. RXN SMILES: [CH2:13]=[O:14].[Cl:1][c:2]1[cH:3][c:4]2[c:5]([OH:12])[cH:6][cH:7][n:8][c:9]2[cH:10][cH:11]1.[Na+:16].[OH-:15]>>[Cl:1][c:2]1[cH:3][c:4]2[c:5]([OH:12])[c:6]([CH2:13][OH:14])[cH:7][n:8][c:9]2[cH:10][cH:11]1. The reactants are aqueous solution, OO (hydrogen peroxide), N1(CCCCC1)CC=1C=C(OCCCNC(CSCCN(C(=O)C)C=2SC=CC2)=O)C=CC1 (N-[3-[3-(piperidinomethyl)phenoxy]propyl]-2-[2-(2-thienylacetamino)ethylthio]acetamide). Solvent: C(C)(=O)O (acetic acid). Run at time 12 hour. The product is N1(CCCCC1)CC=1C=C(OCCCNC(CS(=O)CCN(C(=O)C)C=2SC=CC2)=O)C=CC1 (N-[3-[3-(piperidinomethyl)phenoxy]propyl]-2-[2-(2-thienylacetamino)ethylsulfinyl]acetamide). As a reaction SMILES: [N:1]1([CH2:7][C:8]2[CH:9]=[C:10]([CH:31]=[CH:32][CH:33]=2)[O:11][CH2:12][CH2:13][CH2:14][NH:15][C:16](=[O:30])[CH2:17][S:18][CH2:19][CH2:20][N:21]([C:25]2[S:26][CH:27]=[CH:28][CH:29]=2)[C:22]([CH3:24])=[O:23])[CH2:6][CH2:5][CH2:4][CH2:3][CH2:2]1.[OH:34]O>C(O)(=O)C>[N:1]1([CH2:7][C:8]2[CH:9]=[C:10]([CH:31]=[CH:32][CH:33]=2)[O:11][CH2:12][CH2:13][CH2:14][NH:15][C:16](=[O:30])[CH2:17][S:18]([CH2:19][CH2:20][N:21]([C:25]2[S:26][CH:27]=[CH:28][CH:29]=2)[C:22]([CH3:24])=[O:23])=[O:34])[CH2:2][CH2:3][CH2:4][CH2:5][CH2:6]1. Procedure details: There was dissolved 1.0 g (0.002 mol) of N-[3-[3-(piperidinomethyl)phenoxy]propyl]-2-[2-(2-thienylacetamino)ethylthio]acetamide in 30 ml of acetic acid and added 0.24 ml (0.0022 mol) of 30 % aqueous solution of hydrogen peroxide under cooling with ice, and the mixture was stirred for 12 hours at room temperature. The solvent was removed under reduced pressure, and then 15 the residue was purified by silica gel column chromatography (chloroform:ethanol=5:1) to give 0.72 g of the titled compound a... Starting materials: crude product, BrC1=CC=C(C=O)C=C1 (p-bromobenzaldehyde), FC(C(=O)OC(C(F)(F)F)=O)(F)F (trifluoroacetic anhydride), CC1(OC(=CC1=O)C)C (2,2,5-trimethyl-3(2H)-furanone), C(C)(C)NC(C)C (diisopropylamine), solution, C(CCC)[Li] (n-butyllithium), FC(C(=O)OC(C(F)(F)F)=O)(F)F (trifluoroacetic anhydride). Solvent: ClCCl (dichloromethane), O1CCCC1 (tetrahydrofuran), C(C)N(CC)CC (triethylamine), C(C)N(CC)CC (triethylamine), CN(P(=O)(N(C)C)N(C)C)C (Hexamethylphosphoramide), O1CCCC1 (tetrahydrofuran), O1CCCC1 (tetrahydrofuran), CCCCCC (hexane). Conditions: time 15 minute. Product: CC1(OC(=CC1=O)\C=C\C1=CC=C(C=C1)Br)C ((E)-2,2-Dimethyl-5-[2-(4-bromophenyl)ethenyl]-3(2H)-furanone). Isolated yield 38.7%. RXN SMILES: C(NC(C)C)(C)C.C([Li])CCC.[CH3:13][C:14]1([CH3:21])[C:18](=[O:19])[CH:17]=[C:16]([CH3:20])[O:15]1.[Br:22][C:23]1[CH:30]=[CH:29][C:26]([CH:27]=O)=[CH:25][CH:24]=1.FC(F)(F)C(OC(=O)C(F)(F)F)=O>O1CCCC1.CCCCCC.ClCCl.C(N(CC)CC)C.CN(C)P(N(C)C)(N(C)C)=O>[CH3:13][C:14]1([CH3:21])[C:18](=[O:19])[CH:17]=[C:16](/[CH:20]=[CH:27]/[C:26]2[CH:29]=[CH:30][C:23]([Br:22])=[CH:24][CH:25]=2)[O:15]1. Procedure details: To a solution of dry diisopropylamine (3.3 mL, 24 mM) in dry tetrahydrofuran (25 mL) at -78° C., was added dropwise a 2.3N solution of n-butyllithium in hexane (10.4 mL, 24 mM). After the reaction solution was stirred for 15 minutes, a solution of 2,2,5-trimethyl-3(2H)-furanone (2.0 g, 16 mM) in tetrahydrofuran (10 mL) was added dropwise. Hexamethylphosphoramide (4.4 mL, 24 mM) was then added dropwise for 30 minutes. Finally, p-bromobenzaldehyde (3.6 g, 19.2 mM) in tetrahydrofuran (10 mL) was ad...